This data is from the Open Reaction Database (ORD), a public repository of structured organic reaction records. The task is: describe an organic reaction: reactants, conditions, products, and yield Reactants: CC(C)(C)OC(=O)N1CCOC(Cc2cccc(Br)c2)C1, O=C([O-])O, O=C([O-])[O-], COCCOC, OB(O)c1ccc(Cl)nc1, [K+], [K+], [Na+], O. The product is CC(C)(C)OC(=O)N1CCOC(Cc2cccc(-c3ccc(Cl)nc3)c2)C1. As a reaction SMILES: [C:1]([CH3:2])([CH3:3])([CH3:4])[O:5][C:6](=[O:7])[N:8]1[CH2:9][CH:10]([CH2:14][c:15]2[cH:16][c:17]([Br:21])[cH:18][cH:19][cH:20]2)[O:11][CH2:12][CH2:13]1.[C:38](=[O:39])([OH:40])[O-:41].[C:43](=[O:44])([O-:45])[O-:46].[CH3:22][O:23][CH2:24][CH2:25][O:26][CH3:27].[Cl:28][c:29]1[n:30][cH:31][c:32]([B:35]([OH:36])[OH:37])[cH:33][cH:34]1.[K+:47].[K+:48].[Na+:42].[OH2:49]>>[C:1]([CH3:2])([CH3:3])([CH3:4])[O:5][C:6](=[O:7])[N:8]1[CH2:9][CH:10]([CH2:14][c:15]2[cH:16][c:17](-[c:32]3[cH:31][n:30][c:29]([Cl:28])[cH:34][cH:33]3)[cH:18][cH:19][cH:20]2)[O:11][CH2:12][CH2:13]1. Starting materials: C(CCC)N1C(N(C(C=2NC(=NC12)Cl)=O)CCCC(=O)OCC)=O (Ethyl 4-(3-butyl-8-chloro-2,6-dioxo-2,3,6,7-tetrahydro-1H-purin-1-yl)butanoate), ClC=1C=C(C=CC1Cl)C/C(/NO)=N/[H] ((1Z)-2-(3,4-dichlorophenyl)-N-hydroxyethanimidamide), [O-]CC.[Na+] (sodium ethoxide). Run in CCO (EtOH). Yields the product C(CCC)N1C(N(C(C=2NC(=NC12)Cl)=O)CCCC1=NC(=NO1)CC1=CC(=C(C=C1)Cl)Cl)=O (3-Butyl-8-chloro-1-(3-{3-[(3,4-dichlorophenyl)methyl]-1,2,4-oxadiazol-5-yl}propyl)-3,7-dihydro-1H-purine-2,6-dione). Yield: 47.7%. Reaction SMILES: [CH2:1]([N:5]1[C:13]2[N:12]=[C:11]([Cl:14])[NH:10][C:9]=2[C:8](=[O:15])[N:7]([CH2:16][CH2:17][CH2:18][C:19]([O:21]CC)=O)[C:6]1=[O:24])[CH2:2][CH2:3][CH3:4].[Cl:25][C:26]1[CH:27]=[C:28]([CH2:33]/[C:34](=[N:37]/[H])/[NH:35]O)[CH:29]=[CH:30][C:31]=1[Cl:32].[O-]CC.[Na+]>CCO>[CH2:1]([N:5]1[C:13]2[N:12]=[C:11]([Cl:14])[NH:10][C:9]=2[C:8](=[O:15])[N:7]([CH2:16][CH2:17][CH2:18][C:19]2[O:21][N:35]=[C:34]([CH2:33][C:28]3[CH:29]=[CH:30][C:31]([Cl:32])=[C:26]([Cl:25])[CH:27]=3)[N:37]=2)[C:6]1=[O:24])[CH2:2][CH2:3][CH3:4] |f:2.3|. Reported procedure: Ethyl 4-(3-butyl-8-chloro-2,6-dioxo-2,3,6,7-tetrahydro-1H-purin-1-yl)butanoate (71 mg, 0.2 mmol), (1Z)-2-(3,4-dichlorophenyl)-N-hydroxyethanimidamide (48 mg, 0.22 mmol) and 21% by wt. ethanolic sodium ethoxide (0.111 ml, 0.3 mmol) were heated together in EtOH (1 ml) in the microwave reactor at 140° C. for 10 min. The mixture was then partitioned between EtOAc and 2M HCl, the organic phase separated and evaporated, and the crude product was purified by MDAP to give the title compound as a solid (... The reactants are C(#N)C1(C2CC3CC(CC1C3)C2)COC2=CC(=C(C(=O)OC(C)(C)C)C=C2C2CC2)F (tert-butyl 4-((2-cyanoadamantan-2-yl)methoxy)-5-cyclopropyl-2-fluorobenzoate), C1(CC1)C=1C(=CC(=C(C(=O)OC)C1)F)OC1CCC(CC1)(F)F (methyl 5-cyclopropyl-4-((4,4-difluorocyclohexyl)oxy)-2-fluorobenzoate). Product: C1(CC1)C=1C(=CC(=C(C(=O)O)C1)F)OC1CCC(CC1)(F)F (5-cyclopropyl-4-((4,4-difluorocyclohexyl)oxy)-2-fluorobenzoic acid), solid. Reaction SMILES: C(C1(COC2C(C3CC3)=CC(C(OC(C)(C)C)=O)=C(F)C=2)C2CC3CC(CC1C3)C2)#N.[CH:32]1([C:35]2[C:36]([O:46][CH:47]3[CH2:52][CH2:51][C:50]([F:54])([F:53])[CH2:49][CH2:48]3)=[CH:37][C:38]([F:45])=[C:39]([CH:44]=2)[C:40]([O:42]C)=[O:41])[CH2:34][CH2:33]1>>[CH:32]1([C:35]2[C:36]([O:46][CH:47]3[CH2:52][CH2:51][C:50]([F:54])([F:53])[CH2:49][CH2:48]3)=[CH:37][C:38]([F:45])=[C:39]([CH:44]=2)[C:40]([OH:42])=[O:41])[CH2:33][CH2:34]1. Reported procedure: Following the procedure as described in Example 332 Step 6, and making variations as required to replace tert-butyl 4-((2-cyanoadamantan-2-yl)methoxy)-5-cyclopropyl-2-fluorobenzoate with methyl 5-cyclopropyl-4-((4,4-difluorocyclohexyl)oxy)-2-fluorobenzoate, the title compound was obtained as a colorless solid (0.32 g, quant. yield): 1H NMR (300 MHz, CDCl3) δ 7.54 (d, J=8.4 Hz, 1H), 6.58 (d, J=12.7 Hz, 1H), 4.60 (br s, 1H), 2.20-1.92 (m, 9H), 0.94-0.88 (m, 2H), 0.65-0.60 (m, 2H); MS (ES−) m/z 313... The reactants are CCO, ClC1(c2ccc3c(c2)NC=CC=C3)C=CC=NN1, NN. Yields the product C1=CNc2ccccc2C=C1. Reaction SMILES: [CH3:21][CH2:22][OH:23].[Cl:1][C:2]1([c:8]2[cH:9][c:10]3[c:11]([cH:17][cH:18]2)[CH:12]=[CH:13][CH:14]=[CH:15][NH:16]3)[CH:3]=[CH:4][CH:5]=[N:6][NH:7]1.[NH2:19][NH2:20]>>[cH:8]1[cH:9][c:10]2[c:11]([cH:17][cH:18]1)[CH:12]=[CH:13][CH:14]=[CH:15][NH:16]2. Starting materials: CC1N(C(C2(C1)CCN(CC2)C(=O)OC(C)(C)C)=O)C=2COC(C2)=O (tert-Butyl 3-methyl-1-oxo-2-(5-oxo-2,5-dihydrofuran-3-yl)-2,8-diazaspiro[4.5]decane-8-carboxylate), C(=O)(C(F)(F)F)O (TFA). The solvent is ClCCl (dichloromethane). Run at time 1.5 hour. Yields the product CC1N(C(C2(C1)CCNCC2)=O)C=2COC(C2)=O (3-methyl-2-(5-oxo-2,5-dihydrofuran-3-yl)-2,8-diazaspiro[4.5]decan-1-one). As a reaction SMILES: [CH3:1][CH:2]1[CH2:6][C:5]2([CH2:11][CH2:10][N:9](C(OC(C)(C)C)=O)[CH2:8][CH2:7]2)[C:4](=[O:19])[N:3]1[C:20]1[CH2:21][O:22][C:23](=[O:25])[CH:24]=1.C(O)(C(F)(F)F)=O>ClCCl>[CH3:1][CH:2]1[CH2:6][C:5]2([CH2:7][CH2:8][NH:9][CH2:10][CH2:11]2)[C:4](=[O:19])[N:3]1[C:20]1[CH2:21][O:22][C:23](=[O:25])[CH:24]=1. Procedure: tert-Butyl 3-methyl-1-oxo-2-(5-oxo-2,5-dihydrofuran-3-yl)-2,8-diazaspiro[4.5]decane-8-carboxylate (90 mg, 0.257 mmol) was dissolved in dichloromethane (2 mL) and treated with TFA (1 mL). After stirring at room temperature for 1.5 hours, the reaction mixture was concentrated to remove excess of the reagent and co-evaporated with dichloromethane three times to give the title compound. LC-MS (IE, m/z): 251 (M+1)+. Starting materials: C[Si](C)(C)CCOCn1cc(C#N)nc1C(=O)Nc1ccc(C2CNC(=O)NC2)cc1C1=CCCCC1, CCO, ClCCl, O=C(O)C(F)(F)F. The product is N#Cc1c[nH]c(C(=O)Nc2ccc(C3CNC(=O)NC3)cc2C2=CCCCC2)n1, O=C(O)C(F)(F)F. RXN SMILES: [C:1]1([c:7]2[c:8]([NH:20][C:21](=[O:22])[c:23]3[n:24]([CH2:30][O:31][CH2:32][CH2:33][Si:34]([CH3:35])([CH3:36])[CH3:37])[cH:25][c:26]([C:28]#[N:29])[n:27]3)[cH:9][cH:10][c:11]([CH:13]3[CH2:14][NH:15][C:16](=[O:19])[NH:17][CH2:18]3)[cH:12]2)=[CH:2][CH2:3][CH2:4][CH2:5][CH2:6]1.[CH3:38][CH2:39][OH:40].[Cl:48][CH2:49][Cl:50].[F:41][C:42]([C:43](=[O:44])[OH:45])([F:46])[F:47]>>[C:1]1([c:7]2[c:8]([NH:20][C:21](=[O:22])[c:23]3[nH:24][cH:25][c:26]([C:28]#[N:29])[n:27]3)[cH:9][cH:10][c:11]([CH:13]3[CH2:14][NH:15][C:16](=[O:19])[NH:17][CH2:18]3)[cH:12]2)=[CH:2][CH2:3][CH2:4][CH2:5][CH2:6]1.[F:41][C:42]([C:43](=[O:44])[OH:45])([F:46])[F:47].